This data is from the Open Reaction Database (ORD), a public repository of structured organic reaction records. The task is: describe an organic reaction: reactants, conditions, products, and yield The reagents and catalysts are [Pd] (palladium on carbon). Reported procedure: 390 mg (1.61 mmol) of 5-nitro-2-(trifluoromethyl)quinoline is dissolved in 13 ml of methanol. After the addition of 39 mg of palladium on carbon and 19 mg of potassium carbonate, the reaction mixture is allowed to stir for 20 hours at room temperature under hydrogen atmosphere. It is then filtered on Celite and washed with ethyl acetate. After the solvent is removed in a vacuum and after chromatography on silica gel with hexane-ethyl acetate (0-100%), 250 mg (73% of theory) of the product is obt... The product is NC1=C2C=CC(=NC2=CC=C1)C(F)(F)F (5-Amino-2-(trifluoromethyl)quinoline). The reactants are [N+](=O)([O-])C1=C2C=CC(=NC2=CC=C1)C(F)(F)F (5-nitro-2-(trifluoromethyl)quinoline), C([O-])([O-])=O.[K+].[K+] (potassium carbonate). The solvent is CO (methanol). As a reaction SMILES: [N+:1]([C:4]1[CH:13]=[CH:12][CH:11]=[C:10]2[C:5]=1[CH:6]=[CH:7][C:8]([C:14]([F:17])([F:16])[F:15])=[N:9]2)([O-])=O.C(=O)([O-])[O-].[K+].[K+]>CO.[Pd]>[NH2:1][C:4]1[CH:13]=[CH:12][CH:11]=[C:10]2[C:5]=1[CH:6]=[CH:7][C:8]([C:14]([F:17])([F:15])[F:16])=[N:9]2 |f:1.2.3|. Reaction conditions: time 20 hour. The reactants are COC1=CC2=C(N(C3=C(C(=N2)C2=CC=CC=C2)C=CC=C3)CCCN(C)C)N=C1 (3-methoxy-N,N-dimethyl-6-phenyl-11H-pyrido[2,3-b][1,4]benzodiazepine-11-propanamine), I (hydrogen iodide). The solvent is C(C)(=O)O (acetic acid). Yields the product OC1=CC2=C(N(C3=C(C(=N2)C2=CC=CC=C2)C=CC=C3)CCCN(C)C)N=C1 (3-Hydroxy-N,N-dimethyl-6-phenyl-11H-pyrido[2,3-b][1,4]benzodiazepine-11-propanamine). RXN SMILES: C[O:2][C:3]1[CH:29]=[N:28][C:6]2[N:7]([CH2:22][CH2:23][CH2:24][N:25]([CH3:27])[CH3:26])[C:8]3[CH:21]=[CH:20][CH:19]=[CH:18][C:9]=3[C:10]([C:12]3[CH:17]=[CH:16][CH:15]=[CH:14][CH:13]=3)=[N:11][C:5]=2[CH:4]=1.I>C(O)(=O)C>[OH:2][C:3]1[CH:29]=[N:28][C:6]2[N:7]([CH2:22][CH2:23][CH2:24][N:25]([CH3:26])[CH3:27])[C:8]3[CH:21]=[CH:20][CH:19]=[CH:18][C:9]=3[C:10]([C:12]3[CH:17]=[CH:16][CH:15]=[CH:14][CH:13]=3)=[N:11][C:5]=2[CH:4]=1. Reported procedure: The title compound is prepared by reacting 3-methoxy-N,N-dimethyl-6-phenyl-11H-pyrido[2,3-b][1,4]benzodiazepine-11-propanamine with hydrogen iodide and glacial acetic acid. Reactants: OC1=CC(OC2=CC=C(C=C12)OC)=O (4-Hydroxy-6-methoxy-chromen-2-one), B(Br)(Br)Br (BBr3). Run in C(Cl)Cl (CH2Cl2). Conditions: temperature -78 celsius, time 1 hour. The product is OC1=CC(OC2=CC=C(C=C12)O)=O (4,6-Dihydroxy-chromen-2-one). Isolated yield 75.9%. Reaction SMILES: [OH:1][C:2]1[C:11]2[C:6](=[CH:7][CH:8]=[C:9]([O:12]C)[CH:10]=2)[O:5][C:4](=[O:14])[CH:3]=1.B(Br)(Br)Br>C(Cl)Cl>[OH:1][C:2]1[C:11]2[C:6](=[CH:7][CH:8]=[C:9]([OH:12])[CH:10]=2)[O:5][C:4](=[O:14])[CH:3]=1. Procedure details: 4-Hydroxy-6-methoxy-chromen-2-one (500 mg, 2.588 mmol) was suspended in CH2Cl2 (10 mL) and cooled to −78° C. under nitrogen. BBr3 (1 M solution in CH2Cl2, 13 mL, 13 mmol) was added to this suspension dropwise. Following completion of the addition, the resulting suspension was stirred at 25° C. for 1 h before being quenched by the slow addition of H2O. The product was extracted with EtOAc and the combined organic layers dried over Na2SO4 and concentrated to give 350 mg (75%) of the title compound... Reactants: OC1=CC=C(C=C1)CCNC(C)=O (N-[2-(4-Hydroxyphenyl)ethyl]acetamide), ClC1=NC=C(C=C1)OC1CCCC1 (2-chloro-5-cyclopentyloxypyridine), C([O-])([O-])=O.[Cs+].[Cs+] (cesium carbonate). Run in CN(C)C=O (DMF). Product: C1(CCCC1)OC=1C=CC(=NC1)OC1=CC=C(C=C1)CCNC(C)=O (N-{2-[4-(5-Cyclopentyloxypyridin-2-yloxy)phenyl]ethyl}acetamide). RXN SMILES: [OH:1][C:2]1[CH:7]=[CH:6][C:5]([CH2:8][CH2:9][NH:10][C:11](=[O:13])[CH3:12])=[CH:4][CH:3]=1.Cl[C:15]1[CH:20]=[CH:19][C:18]([O:21][CH:22]2[CH2:26][CH2:25][CH2:24][CH2:23]2)=[CH:17][N:16]=1.C(=O)([O-])[O-].[Cs+].[Cs+]>CN(C=O)C>[CH:22]1([O:21][C:18]2[CH:19]=[CH:20][C:15]([O:1][C:2]3[CH:3]=[CH:4][C:5]([CH2:8][CH2:9][NH:10][C:11](=[O:13])[CH3:12])=[CH:6][CH:7]=3)=[N:16][CH:17]=2)[CH2:23][CH2:24][CH2:25][CH2:26]1 |f:2.3.4|. Procedure: N-[2-(4-Hydroxyphenyl)ethyl]acetamide (668.3 mg, 3.73 mmol), 2-chloro-5-cyclopentyloxypyridine (737 mg, 3.73 mmol) and cesium carbonate (1.458 g, 4.475 mmol) were treated at 230° C. in 24 ml of DMF in a microwave reactor for 2 h. The reaction mixture was concentrated, and the residue was taken up in ethyl acetate and water. The organic phase was separated off, concentrated and purified by preparative HPLC (PR18, acetonitrile/water 0.1% TFA). Yield: 8 mg (1%), M+H+: 341.13. Reactants: CC(C)=O, [O-][n+]1ccccc1CCl, Cl, ON1CCNC1=Nc1c(F)cccc1F, C1COCCO1. Yields the product Cl, Cl, [O-][n+]1ccccc1CON1CCNC1=Nc1c(F)cccc1F. As a reaction SMILES: [CH3:26][C:27]([CH3:28])=[O:29].[Cl:16][CH2:17][c:18]1[n+:19]([O-:24])[cH:20][cH:21][cH:22][cH:23]1.[ClH:25].[F:1][c:2]1[c:3]([N:9]=[C:10]2[N:11]([OH:15])[CH2:12][CH2:13][NH:14]2)[c:4]([F:8])[cH:5][cH:6][cH:7]1.[O:30]1[CH2:31][CH2:32][O:33][CH2:34][CH2:35]1>>[ClH:16].[ClH:25].[F:1][c:2]1[c:3]([N:9]=[C:10]2[N:11]([O:15][CH2:17][c:18]3[n+:19]([O-:24])[cH:20][cH:21][cH:22][cH:23]3)[CH2:12][CH2:13][NH:14]2)[c:4]([F:8])[cH:5][cH:6][cH:7]1. The reactants are C(C)(=O)NC(C(=O)OCC)C(=O)OCC (diethyl 2-acetamidomalonate), C1(=CC=CC=C1)CCCBr (3-Phenylpropyl bromide), Cl (hydrochloric acid). The solvent is C(C)O (ethanol). Reaction conditions: temperature 50 celsius. The product is C(C)(=O)NC(C(=O)OCC)(C(=O)OCC)CCCC1=CC=CC=C1 (diethyl 2-acetamido-2-(3-phenylpropyl)malonate). RXN SMILES: [C:1]([NH:4][CH:5]([C:11]([O:13][CH2:14][CH3:15])=[O:12])[C:6]([O:8][CH2:9][CH3:10])=[O:7])(=[O:3])[CH3:2].[C:16]1([CH2:22][CH2:23][CH2:24]Br)[CH:21]=[CH:20][CH:19]=[CH:18][CH:17]=1.Cl>C(O)C>[C:1]([NH:4][C:5]([CH2:24][CH2:23][CH2:22][C:16]1[CH:21]=[CH:20][CH:19]=[CH:18][CH:17]=1)([C:11]([O:13][CH2:14][CH3:15])=[O:12])[C:6]([O:8][CH2:9][CH3:10])=[O:7])(=[O:3])[CH3:2]. Reported procedure: Sodium (0.23 g) was added to 15 ml of absolute ethanol and the mixture was stirred at room temperature for 30 minutes in a nitrogen flow to give a 10 mmol solution of sodium ethoxide in ethanol. To this solution, 1.98 g of diethyl 2-acetamidomalonate was added and the mixture was heated at 50° C. for 30 minutes in a stream of nitrogen. 3-Phenylpropyl bromide was added thereto at room temperature and the mixture was refluxed under heating for 24 hours. The mixture was neutralized with dilute hydr...